Dataset: the Open Reaction Database (ORD), a public repository of structured organic reaction records. Task: describe an organic reaction: reactants, conditions, products, and yield The reactants are C1COCCO1, Cc1cccc(-c2ccccc2C)n1, O=[Se]=O. The product is Cc1ccccc1-c1cccc(C=O)n1. RXN SMILES: [CH2:18]1[O:19][CH2:20][CH2:21][O:22][CH2:23]1.[CH3:1][c:2]1[c:3](-[c:8]2[cH:9][cH:10][cH:11][c:12]([CH3:14])[n:13]2)[cH:4][cH:5][cH:6][cH:7]1.[Se:15](=[O:16])=[O:17]>>[CH3:1][c:2]1[c:3](-[c:8]2[cH:9][cH:10][cH:11][c:12]([CH:14]=[O:16])[n:13]2)[cH:4][cH:5][cH:6][cH:7]1. The reactants are O=C(OCc1ccccc1)N1CCC(O)(C(F)(F)F)CC1, CCO. Yields the product OC1(C(F)(F)F)CCNCC1. Reaction SMILES: [CH2:1]([O:2][C:3](=[O:4])[N:11]1[CH2:12][CH2:13][C:14]([C:17]([F:18])([F:19])[F:20])([OH:21])[CH2:15][CH2:16]1)[c:5]1[cH:6][cH:7][cH:8][cH:9][cH:10]1.[CH3:22][CH2:23][OH:24]>>[NH:11]1[CH2:12][CH2:13][C:14]([C:17]([F:18])([F:19])[F:20])([OH:21])[CH2:15][CH2:16]1. Starting materials: OC[C@@H]1OCC[C@@H](N1C(=O)C1=C(C=CC(=C1)C)N1N=CC=N1)C ([(2S,4S)-2-(hydroxymethyl)-4-methyl-1,3-oxazinan-3-yl][5-methyl-2-(2H-1,2,3-triazol-2-yl)phenyl]methanone), C(#N)C=P(CCCC)(CCCC)CCCC (cyanomethylene tributylphosphorane), FC=1C=CC(=NC1)C=1C=NNC1 (5-fluoro-2-(1H-pyrazol-4-yl)pyridine), Example 17, Example 11. Solvent: C1(=CC=CC=C1)C (toluene). Conditions: temperature 100 celsius. Product: FC=1C=CC(=NC1)C=1C=NN(C1)C[C@@H]1OCC[C@@H](N1C(=O)C1=C(C=CC(=C1)C)N1N=CC=N1)C ([(2S,4S)-2-{[4-(5-Fluoropyridin-2-yl)-1H-pyrazol-1-yl]methyl}-4-methyl-1,3-oxazinan-3-yl}[5-methyl-2-(2H-1,2,3-triazol-2-yl)phenyl]methanone). Reaction SMILES: O[CH2:2][C@H:3]1[N:8]([C:9]([C:11]2[CH:16]=[C:15]([CH3:17])[CH:14]=[CH:13][C:12]=2[N:18]2[N:22]=[CH:21][CH:20]=[N:19]2)=[O:10])[C@@H:7]([CH3:23])[CH2:6][CH2:5][O:4]1.C(C=P(CCCC)(CCCC)CCCC)#N.[F:40][C:41]1[CH:42]=[CH:43][C:44]([C:47]2[CH:48]=[N:49][NH:50][CH:51]=2)=[N:45][CH:46]=1>C1(C)C=CC=CC=1>[F:40][C:41]1[CH:42]=[CH:43][C:44]([C:47]2[CH:51]=[N:50][N:49]([CH2:2][C@H:3]3[N:8]([C:9]([C:11]4[CH:16]=[C:15]([CH3:17])[CH:14]=[CH:13][C:12]=4[N:18]4[N:19]=[CH:20][CH:21]=[N:22]4)=[O:10])[C@@H:7]([CH3:23])[CH2:6][CH2:5][O:4]3)[CH:48]=2)=[N:45][CH:46]=1. Procedure details: To a solution of [(2S,4S)-2-(hydroxymethyl)-4-methyl-1,3-oxazinan-3-yl][5-methyl-2-(2H-1,2,3-triazol-2-yl)phenyl]methanone obtained in Reference Example 17 (0.070 g, 0.22 mmol) in toluene (1 mL), 5-fluoro-2-(1H-pyrazol-4-yl)pyridine obtained in Reference Example 11 (0.040 g, 0.24 mmol) and cyanomethylene tributylphosphorane (0.087 mL, 0.33 mmol) were added, and the resulting mixture was stirred with heating for 3 hours at 100° C. The solvent was distilled off under reduced pressure, and the obta... Starting materials: OC1=CC=C(C=C1)NC1=CC=CC=C1 (4-hydrox-phenylaniline), CC1=C(N=C(O1)C1=CC=CC=C1)CCO (2-(5-methyl-2-phenyl-1,3-oxazol-4-yl)ethan-1-ol), C1(=CC=CC=C1)P(C1=CC=CC=C1)C1=CC=CC=C1 (triphenylphosphine), N(=NC(=O)OC(C)C)C(=O)OC(C)C (diisopropyl azodicarboxylate). Run in C1CCOC1 (THF), C1CCOC1 (THF). Run at time 5 hour. Yields the product CC1=C(N=C(O1)C1=CC=CC=C1)CCOC1=CC=C(C=C1)NC1=CC=CC=C1 ({4-[2-(5-Methyl-2-phenyl-oxazol-4-yl)-ethoxy]-phenyl}-phenyl-amine). Isolated yield 62.0%. Reaction SMILES: [OH:1][C:2]1[CH:7]=[CH:6][C:5]([NH:8][C:9]2[CH:14]=[CH:13][CH:12]=[CH:11][CH:10]=2)=[CH:4][CH:3]=1.[CH3:15][C:16]1[O:20][C:19]([C:21]2[CH:26]=[CH:25][CH:24]=[CH:23][CH:22]=2)=[N:18][C:17]=1[CH2:27][CH2:28]O.C1(P(C2C=CC=CC=2)C2C=CC=CC=2)C=CC=CC=1.N(C(OC(C)C)=O)=NC(OC(C)C)=O>C1COCC1>[CH3:15][C:16]1[O:20][C:19]([C:21]2[CH:22]=[CH:23][CH:24]=[CH:25][CH:26]=2)=[N:18][C:17]=1[CH2:27][CH2:28][O:1][C:2]1[CH:3]=[CH:4][C:5]([NH:8][C:9]2[CH:14]=[CH:13][CH:12]=[CH:11][CH:10]=2)=[CH:6][CH:7]=1. Reported procedure: To a solution of 0.50 g 4-hydrox-phenylaniline, 0.83 g of 2-(5-methyl-2-phenyl-1,3-oxazol-4-yl)ethan-1-ol and 1.06 g of triphenylphosphine in 20 ml of THF was added at 0° C. a solution of 0.82 g of diisopropyl azodicarboxylate in 10 ml of THF over 30 min and stirring was continued at 22° C. for 5 h. The mixture was evaporated and the residue purified by chromatography (SiO2, n-hexane/AcOEt 6:1) to give 0.62 g of the title compound as a colorless solid. MS: (M+H)+ 371.4. Starting materials: C1CCOC1, Cc1onc(-c2ccccn2)c1CO, COC(=O)c1cc(O)n(C)n1, CCOC(=O)N=NC(=O)OCC, c1ccc(P(c2ccccc2)c2ccccc2)cc1. Yields the product COC(=O)c1cc(OCc2c(-c3ccccn3)noc2C)n(C)n1. As a reaction SMILES: [CH2:57]1[O:58][CH2:59][CH2:60][CH2:61]1.[CH3:12][c:13]1[c:14]([CH2:24][OH:25])[c:15](-[c:18]2[n:19][cH:20][cH:21][cH:22][cH:23]2)[n:16][o:17]1.[CH3:1][O:2][C:3](=[O:4])[c:5]1[n:6][n:7]([CH3:11])[c:8]([OH:10])[cH:9]1.[O:45]=[C:46]([O:47][CH2:48][CH3:49])[N:50]=[N:51][C:52]([O:53][CH2:54][CH3:55])=[O:56].[c:26]1([P:27]([c:28]2[cH:29][cH:30][cH:31][cH:32][cH:33]2)[c:34]2[cH:35][cH:36][cH:37][cH:38][cH:39]2)[cH:40][cH:41][cH:42][cH:43][cH:44]1>>[CH3:1][O:2][C:3](=[O:4])[c:5]1[n:6][n:7]([CH3:11])[c:8]([O:10][CH2:24][c:14]2[c:13]([CH3:12])[o:17][n:16][c:15]2-[c:18]2[n:19][cH:20][cH:21][cH:22][cH:23]2)[cH:9]1. Run in CO (methanol), C(Cl)Cl (DCM). The reagents and catalysts are [Pd] (palladium on carbon). Yields the product C(C(=O)O)(=O)O.NCC(C(F)F)NC(OC(C)(C)C)=O (tert-butyl (3-amino-1,1-difluoropropan-2-yl)carbamate oxalic acid salt). Reported procedure: A mixture of benzyl tert-butyl (3,3-difluoropropane-1,2-diyl)biscarbamate (195 g, 567 mmol) and palladium on carbon (10% w/w, 20 g) in methanol (2000 mL) was stirred at room temperature under a hydrogen atmosphere. After 16 hours, the reaction mixture was filtered and concentrated under reduced pressure. The residue was diluted with DCM (2500 mL) and oxalic acid (2.84 M solution in methanol, 200 mL, 567 mmol). After 2 hours, the mixture was filtered, and the collected solids were washed with DCM... RXN SMILES: [F:1][CH:2]([F:24])[CH:3]([NH:16][C:17](=[O:23])[O:18][C:19]([CH3:22])([CH3:21])[CH3:20])[CH2:4][NH:5]C(=O)OCC1C=CC=CC=1.[C:25]([OH:30])(=[O:29])[C:26]([OH:28])=[O:27]>[Pd].CO.C(Cl)Cl>[C:25]([OH:30])(=[O:29])[C:26]([OH:28])=[O:27].[NH2:5][CH2:4][CH:3]([NH:16][C:17](=[O:23])[O:18][C:19]([CH3:21])([CH3:20])[CH3:22])[CH:2]([F:24])[F:1] |f:5.6|. Conditions: time 16 hour. Starting materials: FC(C(CNC(OCC1=CC=CC=C1)=O)NC(OC(C)(C)C)=O)F (benzyl tert-butyl (3,3-difluoropropane-1,2-diyl)biscarbamate), C(C(=O)O)(=O)O (oxalic acid).